Task: describe an organic reaction: reactants, conditions, products, and yield. Dataset: the Open Reaction Database (ORD), a public repository of structured organic reaction records The reactants are OCCCCCO, COCCOCCl, CN(C)C=O, [H-], [Na+], O. The product is COCCOCOCCCCCO. RXN SMILES: [CH2:1]([CH2:2][CH2:3][CH2:4][CH2:5][OH:6])[OH:7].[CH3:10][O:11][CH2:12][CH2:13][O:14][CH2:15][Cl:16].[CH3:18][N:19]([CH3:20])[CH:21]=[O:22].[H-:8].[Na+:9].[OH2:17]>>[CH2:1]([CH2:2][CH2:3][CH2:4][CH2:5][O:6][CH2:15][O:14][CH2:13][CH2:12][O:11][CH3:10])[OH:7]. Reactants: CC(=O)OCC(=O)Cl, N#Cc1c(N)cccc1[N+](=O)[O-], c1ccncc1. Product: CC(=O)OCC(=O)Nc1cccc([N+](=O)[O-])c1C#N. Reaction SMILES: [C:13]([CH3:14])(=[O:15])[O:16][CH2:17][C:18](=[O:19])[Cl:20].[NH2:1][c:2]1[c:3]([C:4]#[N:5])[c:6]([N+:10](=[O:11])[O-:12])[cH:7][cH:8][cH:9]1.[cH:21]1[cH:22][cH:23][n:24][cH:25][cH:26]1>>[NH:1]([c:2]1[c:3]([C:4]#[N:5])[c:6]([N+:10](=[O:11])[O-:12])[cH:7][cH:8][cH:9]1)[C:18]([CH2:17][O:16][C:13]([CH3:14])=[O:15])=[O:19]. The reactants are [N-]=[N+]=[N-].[Na+] (Sodium azide), C=12C3=C(C(=CC1)C2)C=CC=C3 (Benzobicyclo[2.2.1]heptadiene), [OH-].[Na+] (sodium hydroxide), O1CCCC1 (tetrahydrofuran), Mercuric acetate. Solvent: O (water), O (water), [BH4-].[Na+] (sodium borohydride). Run at temperature 0 celsius, time 20 minute. The product is NC=1C=C2C3=C(C1C2)C=CC=C3 (2-Aminobenzobicyclo[2.2.1]heptene). Reaction SMILES: [N-:1]=[N+]=[N-].[Na+].O1CCCC1.[C:10]12[CH2:16][C:13](=[CH:14][CH:15]=1)[C:12]1[CH:17]=[CH:18][CH:19]=[CH:20][C:11]2=1.[OH-].[Na+]>O.[BH4-].[Na+]>[NH2:1][C:15]1[CH:14]=[C:13]2[CH2:16][C:10]=1[C:11]1[CH:20]=[CH:19][CH:18]=[CH:17][C:12]2=1 |f:0.1,4.5,7.8|. Reported procedure: Sodium azide (2 g) was combined with water (40 ml) and tetrahydrofuran (40 ml) and cooled to 0° C. Mercuric acetate (4g) was added to the cold solution and the mixture was stirred for 20 minutes. Benzobicyclo[2.2.1]heptadiene (2 g) was added to the stirred mixture and the resulting mixture was heated to 75° C. for 24 hours. The solution was cooled to room temperature, treated with 10% sodium hydroxide in water (10 ml) and sodium borohydride (0.4 g), and stirred for 1 hour. The two layers were se... The reactants are C(CCCCC)OC=1C=C(C=O)C=C(C1)OCCCCCC (3,5-Dihexyloxy-benzaldehyde), C(=O)C1=CC=C(OCCCCCCCCCCCCOC(C)=O)C=C1 (Acetic Acid 12-(4-Formyl-phenoxy)-dodecyl Ester), N1C=CC=C1 (pyrrole). Yields the product C(C)(=O)OCCCCCCCCCCCCOC1=CC=C(C=C1)C=1C2=CC=C(N2)C(=C2C=CC(C(=C3C=CC(=C(C=4C=CC1N4)C4=CC(=CC(=C4)OCCCCCC)OCCCCCC)N3)C3=CC(=CC(=C3)OCCCCCC)OCCCCCC)=N2)C2=CC(=CC(=C2)OCCCCCC)OCCCCCC (5-[4-(12-Acetyloxy-dodecyloxy)-phenyl]-10,15,20-tris-(3,5-dihexyloxy-phenyl)-porphyrin). As a reaction SMILES: [CH2:1]([O:7][C:8]1[CH:9]=[C:10]([CH:13]=[C:14]([O:16][CH2:17][CH2:18][CH2:19][CH2:20][CH2:21][CH3:22])[CH:15]=1)[CH:11]=O)[CH2:2][CH2:3][CH2:4][CH2:5][CH3:6].[CH:23]([C:25]1[CH:47]=[CH:46][C:28]([O:29][CH2:30][CH2:31][CH2:32][CH2:33][CH2:34][CH2:35][CH2:36][CH2:37][CH2:38][CH2:39][CH2:40][CH2:41][O:42][C:43](=[O:45])[CH3:44])=[CH:27][CH:26]=1)=O.[NH:48]1[CH:52]=[CH:51][CH:50]=[CH:49]1>>[C:43]([O:42][CH2:41][CH2:40][CH2:39][CH2:38][CH2:37][CH2:36][CH2:35][CH2:34][CH2:33][CH2:32][CH2:31][CH2:30][O:29][C:28]1[CH:46]=[CH:47][C:25]([C:23]2[C:52]3[NH:48][C:49]([C:11]([C:10]4[CH:13]=[C:14]([O:16][CH2:17][CH2:18][CH2:19][CH2:20][CH2:21][CH3:22])[CH:15]=[C:8]([O:7][CH2:1][CH2:2][CH2:3][CH2:4][CH2:5][CH3:6])[CH:9]=4)=[C:49]4[N:48]=[C:52]([C:11]([C:10]5[CH:13]=[C:14]([O:16][CH2:17][CH2:18][CH2:19][CH2:20][CH2:21][CH3:22])[CH:15]=[C:8]([O:7][CH2:1][CH2:2][CH2:3][CH2:4][CH2:5][CH3:6])[CH:9]=5)=[C:52]5[NH:48][C:49](=[C:11]([C:10]6[CH:9]=[C:8]([O:7][CH2:1][CH2:2][CH2:3][CH2:4][CH2:5][CH3:6])[CH:15]=[C:14]([O:16][CH2:17][CH2:18][CH2:19][CH2:20][CH2:21][CH3:22])[CH:13]=6)[C:49]6[CH:50]=[CH:51][C:52]=2[N:48]=6)[CH:50]=[CH:51]5)[CH:51]=[CH:50]4)=[CH:50][CH:51]=3)=[CH:26][CH:27]=1)(=[O:45])[CH3:44]. Reported procedure: The title compound was prepared according to the method described in Example 15 above from 3,5-dihexyloxy-benzaldehyde (see Example 12), acetic acid 12-(4-formyl-phenoxy)-dodecyl ester (see Example 6) and pyrrole. Starting materials: C(C)OC(=O)C1=NN(C(=C1C=O)SC1=CC(=CC(=C1)Cl)Cl)C(C)C (5-(3,5-dichlorophenylsulfanyl)-4-formyl-1-isopropyl-1H-pyrazole-3-carboxylic acid ethyl ester), Cl.BrC1=CC=NC=C1 (4-Bromopyridine hydrochloride), C([O-])([O-])=O.[Na+].[Na+] (sodium carbonate), C(C)(C)[Mg]Cl (isopropylmagnesium chloride). Run in O1CCCC1 (tetrahydrofuran), O1CCCC1 (terahydrofuran), O (water). Run at time 1.5 hour. The product is C(C)OC(=O)C1=NN(C(=C1C(O)C1=CC=NC=C1)SC1=CC(=CC(=C1)Cl)Cl)C(C)C (5-(3,5-dichlorophenylsulfanyl)-4-[(4-pyridyl)hydroxymethyl]-1-isopropyl-1H-pyrazole-3-carboxylic acid ethyl ester). As a reaction SMILES: Cl.Br[C:3]1[CH:8]=[CH:7][N:6]=[CH:5][CH:4]=1.C(=O)([O-])[O-].[Na+].[Na+].C([Mg]Cl)(C)C.[CH2:20]([O:22][C:23]([C:25]1[C:29]([CH:30]=[O:31])=[C:28]([S:32][C:33]2[CH:38]=[C:37]([Cl:39])[CH:36]=[C:35]([Cl:40])[CH:34]=2)[N:27]([CH:41]([CH3:43])[CH3:42])[N:26]=1)=[O:24])[CH3:21]>O1CCCC1.O>[CH2:20]([O:22][C:23]([C:25]1[C:29]([CH:30]([C:3]2[CH:8]=[CH:7][N:6]=[CH:5][CH:4]=2)[OH:31])=[C:28]([S:32][C:33]2[CH:38]=[C:37]([Cl:39])[CH:36]=[C:35]([Cl:40])[CH:34]=2)[N:27]([CH:41]([CH3:42])[CH3:43])[N:26]=1)=[O:24])[CH3:21] |f:0.1,2.3.4|. Reported procedure: 582 mg of 4-Bromopyridine hydrochloride was treated with a 5% sodium carbonate solution then extracted three times with anhydrous diethyl ether. The combined extracts were then dried over anhydrous magnesium sulphate, filtered and evaporated to give a colourless oil. The colourless oil was dissolved in 3 ml of anhydrous terahydrofuran under nitrogen at room temperature and then treated with 1.5 ml of isopropylmagnesium chloride (2M solution in tetrahydrofuran). The mixture was stirred at room te...